This data is from the Open Reaction Database (ORD), a public repository of structured organic reaction records. The task is: describe an organic reaction: reactants, conditions, products, and yield The solvent is C(C)#N (acetonitrile), C(C)O (ethanol), C(C)#N (acetonitrile), O (water). The reactants are N1N=CN=C1 (1,2,4-triazole), C([O-])([O-])=O.[K+].[K+] (potassium carbonate), ClC1=C(C=CC(=C1)Cl)C(CN1N=CN=C1)=O (1-(2,4-dichlorophenyl)-2-(1,2,4-triazol-1-yl)-ethan-1-one), Cl.O[NH3+] (hydroxylammonium hydrochloride), ω-bromo-2,4-dichloroacetophenone. As a reaction SMILES: N1C=NC=N1.C(=O)([O-])[O-].[K+].[K+].[Cl:12][C:13]1[CH:18]=[C:17]([Cl:19])[CH:16]=[CH:15][C:14]=1[C:20](=O)[CH2:21][N:22]1[CH:26]=[N:25][CH:24]=[N:23]1.Cl.[OH:29][NH3+:30]>C(#N)C.C(O)C.O>[Cl:12][C:13]1[CH:18]=[C:17]([Cl:19])[CH:16]=[CH:15][C:14]=1[C:20](=[N:30][OH:29])[CH2:21][N:22]1[CH:26]=[N:25][CH:24]=[N:23]1 |f:1.2.3,5.6|. The product is ClC1=C(C=CC(=C1)Cl)C(CN1N=CN=C1)=NO (1-(2,4-dichlorophenyl)-1-oximino-2-(1,2,4-triazol-1-yl)-ethane). Reported procedure: 269 g (1 mol) of ω-bromo-2,4-dichloroacetophenone were dissolved in 250 ml of acetonitrile. This solution was added dropwise to a suspension, boiling under reflux, of 69 g (1 mol) of 1,2,4-triazole and 150 g of potassium carbonate in 2 liters of acetonitrile. After heating the mixture under reflux for 20 hours, the cooled suspension was filtered, the filtrate was freed from solvent, the residue was taken up in ethyl acetate and the ethyl acetate solution was washed with water, dried over sodium ... Yield: 42.8%. Reactants: N1=CC=CC=C1 (pyridine), ClC(=O)OC1=CC=CC=C1 (Phenyl chloroformate), ClCCCl (1,2-dichloroethane), C=O (paraformaldehyde). Conditions: temperature 65 celsius, time 3 hour. Product: C(OCCl)(OC1=CC=CC=C1)=O (Chloromethyl Phenyl Carbonate). Reaction SMILES: Cl[C:2]([O:4][C:5]1[CH:10]=[CH:9][CH:8]=[CH:7][CH:6]=1)=[O:3].N1C=CC=CC=1.C=[O:18].ClC[CH2:21][Cl:22]>>[C:2](=[O:18])([O:4][C:5]1[CH:10]=[CH:9][CH:8]=[CH:7][CH:6]=1)[O:3][CH2:21][Cl:22]. Procedure: Phenyl chloroformate (9.0 g, 57.5 mmol) was dissolved in 1,2-dichloroethane (50 ml) and pyridine (0.22 g, 2.8 mmol) was added dropwise to the stirred solution. In another reactor, paraformaldehyde (7.0 g, 233.1 mmol) was heated with a heat gun to generate the gaseous monomer. The formaldehyde gas was bubbled into the first reactor through a tube with the outlet below the surface of the liquid. Stirred at 65° C. for 3 hours. Washed three times with water, dried (MgSO4) and concentrated. Distillat...